Dataset: the Open Reaction Database (ORD), a public repository of structured organic reaction records. Task: describe an organic reaction: reactants, conditions, products, and yield RXN SMILES: [CH2:43]1[O:44][CH2:45][CH2:46][CH2:47]1.[NH2:1][CH2:2][CH2:3][CH2:4][CH2:5][CH2:6][CH2:7][N:8]1[CH2:9][CH2:10][CH:11]([c:14]2[cH:15][c:16]([NH:20][C:21]([CH:22]([CH3:23])[CH3:24])=[O:25])[cH:17][cH:18][cH:19]2)[CH2:12][CH2:13]1.[c:26]1(-[n:32]2[n:33][cH:34][c:35]([C:40](=[O:41])[Cl:42])[c:36]2[CH2:37][CH2:38][CH3:39])[cH:27][cH:28][cH:29][cH:30][cH:31]1>>[NH:1]([CH2:2][CH2:3][CH2:4][CH2:5][CH2:6][CH2:7][N:8]1[CH2:9][CH2:10][CH:11]([c:14]2[cH:15][c:16]([NH:20][C:21]([CH:22]([CH3:23])[CH3:24])=[O:25])[cH:17][cH:18][cH:19]2)[CH2:12][CH2:13]1)[C:40]([c:35]1[cH:34][n:33][n:32](-[c:26]2[cH:27][cH:28][cH:29][cH:30][cH:31]2)[c:36]1[CH2:37][CH2:38][CH3:39])=[O:41]. The reactants are C1CCOC1, CC(C)C(=O)Nc1cccc(C2CCN(CCCCCCN)CC2)c1, CCCc1c(C(=O)Cl)cnn1-c1ccccc1. Product: CCCc1c(C(=O)NCCCCCCN2CCC(c3cccc(NC(=O)C(C)C)c3)CC2)cnn1-c1ccccc1. Starting materials: COC(=O)C=1SC(=CC1N(C1CCNCC1)C(=O)[C@@H]1CC[C@H](CC1)C)C#CC(C)(C)C (5-(3,3-dimethyl-but-1-ynyl)-3-[(trans-4-methyl-cyclohexanecarbonyl)-(piperidin-4-yl)amino]-thiophene-2-carboxylic acid methyl ester), C=O (formaldehyde), O (water), C(C)(=O)O[BH-](OC(C)=O)OC(C)=O.[Na+] (sodium triacetoxyborohydride). The solvent is ClCCCl (1,2-dichloroethane). Reaction conditions: time 8 hour. Yields the product COC(=O)C=1SC(=CC1N(C1CCN(CC1)C)C(=O)[C@@H]1CC[C@H](CC1)C)C#CC(C)(C)C (5-(3,3-dimethyl-but-1-ynyl)-3-[(trans-4-methyl-cyclohexanecarbonyl)-(1-methyl-piperidin-4-yl)-amino]-thiophene-2-carboxylic acid methyl ester). Reaction SMILES: [CH3:1][O:2][C:3]([C:5]1[S:6][C:7]([C:26]#[C:27][C:28]([CH3:31])([CH3:30])[CH3:29])=[CH:8][C:9]=1[N:10]([C:17]([C@H:19]1[CH2:24][CH2:23][C@H:22]([CH3:25])[CH2:21][CH2:20]1)=[O:18])[CH:11]1[CH2:16][CH2:15][NH:14][CH2:13][CH2:12]1)=[O:4].C=O.[C:34](O[BH-](OC(=O)C)OC(=O)C)(=O)C.[Na+].O>ClCCCl>[CH3:1][O:2][C:3]([C:5]1[S:6][C:7]([C:26]#[C:27][C:28]([CH3:30])([CH3:29])[CH3:31])=[CH:8][C:9]=1[N:10]([C:17]([C@H:19]1[CH2:20][CH2:21][C@H:22]([CH3:25])[CH2:23][CH2:24]1)=[O:18])[CH:11]1[CH2:12][CH2:13][N:14]([CH3:34])[CH2:15][CH2:16]1)=[O:4] |f:2.3|. Reported procedure: To a solution of the product from step V (5.340 g) in 1,2-dichloroethane (60 mL) is added formaldehyde (1.94 mL of 37% aqueous solution, 23.88 mmol), followed by sodium triacetoxyborohydride (2.403 g, 11.34 mmol) in portions over 20 min. The mixture is stirred at room temperature overnight, then water is added to the mixture, and it is extracted with CH2Cl2. Organic fraction is washed with aqueous NaHCO3 and brine, dried over Na2SO4, concentrated and purified by column chromatography on silica g... Starting materials: CC(C(=O)OC(C)(C)C)(CC(=O)O[C@@H]1C([C@@H]2CC[C@]3([C@@]4(CC[C@@]5(C([C@H]4CC[C@@H]3[C@]2(CC1)C)=C(C(C5)=O)C(C)C)\C=C\C(=O)NC5=NC=C(C=C5)Cl)C)C)(C)C)C (1-tert-butyl 4-((3aS,5aR,5bR,7aR,9S,11aR,11bR,13aS)-3a-((E)-3-((5-chloropyridin-2-yl)amino)-3-oxoprop-1-en-1-yl)-1-isopropyl-5a,5b,8,8,11a-pentamethyl-2-oxo-3,3a,4,5,5a,5b,6,7,7a,8,9,10,11,11a,11b,12,13,13a-octadecahydro-2H-cyclopenta[a]chrysen-9-yl) 2,2-dimethylsuccinate), C(=O)(C(F)(F)F)O (TFA). Run in ClCCl (dichloromethane). Run at time 1 hour. The product is ClC=1C=CC(=NC1)NC(/C=C/[C@]12C([C@H]3CC[C@@H]4[C@]5(CC[C@@H](C([C@@H]5CC[C@]4([C@@]3(CC1)C)C)(C)C)OC(CC(C(=O)O)(C)C)=O)C)=C(C(C2)=O)C(C)C)=O (4-(((3aS,5aR,5bR,7aR,9S,11aR,11bR,13aS)-3a-((E)-3-((5-Chloropyridin-2-yl)amino)-3-oxoprop-1-en-1-yl)-1-isopropyl-5a,5b,8,8,11a-pentamethyl-2-oxo-3,3a,4,5,5a,5b,6,7,7a,8,9,10,11,11a,11b,12,13,13a-octadecahydro-2H-cyclopenta[a]chrysen-9-yl)oxy)-2,2-dimethyl-4-oxobutanoic acid), C(=O)(C(F)(F)F)O (TFA). The yield is 417.6%. As a reaction SMILES: [CH3:1][C:2]([CH3:56])([CH2:10][C:11]([O:13][C@H:14]1[CH2:31][CH2:30][C@@:29]2([CH3:32])[C@@H:16]([CH2:17][CH2:18][C@:19]3([CH3:53])[C@@H:28]2[CH2:27][CH2:26][C@H:25]2[C@@:20]3([CH3:52])[CH2:21][CH2:22][C@@:23]3(/[CH:40]=[CH:41]/[C:42]([NH:44][C:45]4[CH:50]=[CH:49][C:48]([Cl:51])=[CH:47][N:46]=4)=[O:43])[CH2:35][C:34](=[O:36])[C:33]([CH:37]([CH3:39])[CH3:38])=[C:24]32)[C:15]1([CH3:55])[CH3:54])=[O:12])[C:3]([O:5]C(C)(C)C)=[O:4].[C:57]([OH:63])([C:59]([F:62])([F:61])[F:60])=[O:58]>ClCCl>[Cl:51][C:48]1[CH:49]=[CH:50][C:45]([NH:44][C:42](=[O:43])/[CH:41]=[CH:40]/[C@:23]23[CH2:35][C:34](=[O:36])[C:33]([CH:37]([CH3:38])[CH3:39])=[C:24]2[C@@H:25]2[C@@:20]([CH3:52])([CH2:21][CH2:22]3)[C@@:19]3([CH3:53])[C@@H:28]([C@:29]4([CH3:32])[C@@H:16]([CH2:17][CH2:18]3)[C:15]([CH3:54])([CH3:55])[C@@H:14]([O:13][C:11](=[O:12])[CH2:10][C:2]([CH3:1])([CH3:56])[C:3]([OH:5])=[O:4])[CH2:31][CH2:30]4)[CH2:27][CH2:26]2)=[N:46][CH:47]=1.[C:57]([OH:63])([C:59]([F:62])([F:61])[F:60])=[O:58]. Procedure details: To a solution of 1-tert-butyl 4-((3aS,5aR,5bR,7aR,9S,11aR,11bR,13aS)-3a-((E)-3-((5-chloropyridin-2-yl)amino)-3-oxoprop-1-en-1-yl)-1-isopropyl-5a,5b,8,8,11a-pentamethyl-2-oxo-3,3a,4,5,5a,5b,6,7,7a,8,9,10,11,11a,11b,12,13,13a-octadecahydro-2H-cyclopenta[a]chrysen-9-yl) 2,2-dimethylsuccinate (100 mg, 0.126 mmol) in dichloromethane (4 mL) stirred at rt was added TFA (2 mL, 26.0 mmol). The reaction mixture was stirred at rt for 1 h. The mixture was evaporated to get the crude product which was purifi... Reactants: N[C@@H]1C(N(C2=C(CC1)C=CC=C2)CC(=O)OCC)=O ((3S)-amino-1-ethoxycarbonylmethyl-2,3,4,5-tetrahydro-1H-[1]benzazepin-2-one), C(C)(=O)S[C@H](C(=O)O)[C@H](C(C)C)C ((2S,3S)-2-acetylthio-3,4-dimethylpentanoic acid). Yields the product C(C)(=O)S[C@H](C(=O)N[C@@H]1C(N(C2=C(CC1)C=CC=C2)CC(=O)OCC)=O)[C@H](C(C)C)C ((3S)-[[(2S,3S)-2-Acetylthio-3,4-dimethyl-1-oxopentyl]amino]-1-ethoxycarbonylmethyl-2,3,4,5-tetrahydro-1H-[1]benzazepin-2-one). Isolated yield 49.0%. Reaction SMILES: [NH2:1][C@H:2]1[CH2:8][CH2:7][C:6]2[CH:9]=[CH:10][CH:11]=[CH:12][C:5]=2[N:4]([CH2:13][C:14]([O:16][CH2:17][CH3:18])=[O:15])[C:3]1=[O:19].[C:20]([S:23][C@@H:24]([C@@H:28]([CH3:32])[CH:29]([CH3:31])[CH3:30])[C:25](O)=[O:26])(=[O:22])[CH3:21]>>[C:20]([S:23][C@@H:24]([C@@H:28]([CH3:32])[CH:29]([CH3:31])[CH3:30])[C:25]([NH:1][C@H:2]1[CH2:8][CH2:7][C:6]2[CH:9]=[CH:10][CH:11]=[CH:12][C:5]=2[N:4]([CH2:13][C:14]([O:16][CH2:17][CH3:18])=[O:15])[C:3]1=[O:19])=[O:26])(=[O:22])[CH3:21]. Procedure details: 0.500 g (1.91 mmol) of (3S)-amino-1-ethoxycarbonylmethyl-2,3,4,5-tetrahydro-1H-[1]benzazepin-2-one and 0.430 g (2.1 mmol) of (2S,3S)-2-acetylthio-3,4-dimethylpentanoic acid were treated by the same method as that of Example 101(h). Thus, 0.420 g of the title compound was obtained.